This data is from the Open Reaction Database (ORD), a public repository of structured organic reaction records. The task is: describe an organic reaction: reactants, conditions, products, and yield Reactants: ice water, CC(C(C#C)O)=CCC#C (4-methylocta-4-ene-1,7-diyne-3-ol), N1=CC=CC=C1 (pyridine), C(C)(C)C(C(=O)Cl)C1=CC=C(C=C1)Cl (α-isopropyl-4-chlorophenylacetyl chloride), N1=CC=CC=C1 (pyridine). Run in ice water, C1=CC=CC=C1 (benzene), C1=CC=CC=C1 (benzene). Conditions: time 30 minute. Product: C(C)(C)C(C(=O)OC(C#C)C(=CCC#C)C)C1=CC=C(C=C1)Cl (4-methylocta-4-ene-1,7-diyne-3-yl α-isopropyl-4-chlorophenylacetate). Yield: 85.1%. As a reaction SMILES: [CH3:1][C:2](=[CH:7][CH2:8][C:9]#[CH:10])[CH:3]([OH:6])[C:4]#[CH:5].N1C=CC=CC=1.[CH:17]([CH:20]([C:24]1[CH:29]=[CH:28][C:27]([Cl:30])=[CH:26][CH:25]=1)[C:21](Cl)=[O:22])([CH3:19])[CH3:18]>C1C=CC=CC=1>[CH:17]([CH:20]([C:24]1[CH:29]=[CH:28][C:27]([Cl:30])=[CH:26][CH:25]=1)[C:21]([O:6][CH:3]([C:2]([CH3:1])=[CH:7][CH2:8][C:9]#[CH:10])[C:4]#[CH:5])=[O:22])([CH3:19])[CH3:18]. Procedure: 1.40 Grams (11.4 millimoles) of 4-methylocta-4-ene-1,7-diyne-3-ol is dissolved in 20 ml of a dry benzene, followed by cooling in ice water. Thereafter, 1.80 g (22.8 millimoles) of pyridine is rapidly added thereto at a time and immediately a solution of 2.64 g (11.4 millimoles) of α-isopropyl-4-chlorophenylacetyl chloride in 10 ml of dry benzene is dropwise added thereto for about 30 minutes with stirring. After completion of the addition, stirring is continued for 3 hours at room temperature to... Reactants: CO, CC(C)OC(=O)C1CCCn2c(C(=O)c3ccc(F)cc3)ccc21, [Na+], [OH-], O. The product is O=C(c1ccc(F)cc1)c1ccc2n1CCCC2C(=O)O. Reaction SMILES: [CH3:27][OH:28].[F:1][c:2]1[cH:3][cH:4][c:5]([C:6](=[O:7])[c:8]2[cH:9][cH:10][c:11]3[n:12]2[CH2:13][CH2:14][CH2:15][CH:16]3[C:17](=[O:18])[O:19][CH:20]([CH3:21])[CH3:22])[cH:23][cH:24]1.[Na+:26].[OH-:25].[OH2:29]>>[F:1][c:2]1[cH:3][cH:4][c:5]([C:6](=[O:7])[c:8]2[cH:9][cH:10][c:11]3[n:12]2[CH2:13][CH2:14][CH2:15][CH:16]3[C:17](=[O:18])[OH:19])[cH:23][cH:24]1. The reactants are ClC1=CNC2=CC(=CC=C12)C(=O)NC(COCC1CCNCC1)C1=CC=C(C=C1)F (3-chloro-N-[1-(4-fluoro-phenyl)-2-(piperidin-4-ylmethoxy)ethyl]-1H-indole-6-carboxamide), CC(=O)C (acetone). Run in C(C)#N (acetonitrile). The product is ClC1=CNC2=CC(=CC=C12)C(=O)NC(COCC1CCN(CC1)C(C)C)C1=CC=C(C=C1)F (3-Chloro-N-[1-(4-fluorophenyl)-2-(1-isopropylpiperidin-4-yl-methoxy)ethyl]-1H-indole-6-carboxamide). Isolated yield 75.7%. Reaction SMILES: [Cl:1][C:2]1[C:10]2[C:5](=[CH:6][C:7]([C:11]([NH:13][CH:14]([C:24]3[CH:29]=[CH:28][C:27]([F:30])=[CH:26][CH:25]=3)[CH2:15][O:16][CH2:17][CH:18]3[CH2:23][CH2:22][NH:21][CH2:20][CH2:19]3)=[O:12])=[CH:8][CH:9]=2)[NH:4][CH:3]=1.[CH3:31][C:32]([CH3:34])=O>C(#N)C>[Cl:1][C:2]1[C:10]2[C:5](=[CH:6][C:7]([C:11]([NH:13][CH:14]([C:24]3[CH:29]=[CH:28][C:27]([F:30])=[CH:26][CH:25]=3)[CH2:15][O:16][CH2:17][CH:18]3[CH2:23][CH2:22][N:21]([CH:32]([CH3:34])[CH3:31])[CH2:20][CH2:19]3)=[O:12])=[CH:8][CH:9]=2)[NH:4][CH:3]=1. Procedure details: Using alkylation method A, 3-chloro-N-[1-(4-fluoro-phenyl)-2-(piperidin-4-ylmethoxy)ethyl]-1H-indole-6-carboxamide (600 mg, 1.4 mmol) and acetone (10 mL, 135 mmol) afforded, after trituration (acetonitrile), 500 mg (76%) of the title compound.